Dataset: the Open Reaction Database (ORD), a public repository of structured organic reaction records. Task: describe an organic reaction: reactants, conditions, products, and yield Reactants: OS(=O)(=O)O (H2SO4), CC(=CCC1=C(C(=O)C=2C=C(C=CC2C1=O)OC)O)C (7-Methoxy-lapachol). The solvent is ice water. Conditions: time 20 minute. Yields the product CC1(CCC2=C(O1)C=3C=CC(=CC3C(=O)C2=O)OC)C (8-Methoxy-β-lapachone). The yield is 96.2%. As a reaction SMILES: OS(O)(=O)=O.[CH3:6][C:7]([CH3:25])=[CH:8][CH2:9][C:10]1[C:20](=[O:21])[C:19]2[CH:18]=[CH:17][C:16]([O:22][CH3:23])=[CH:15][C:14]=2[C:12](=[O:13])[C:11]=1[OH:24]>>[CH3:6][C:7]1([CH3:25])[O:21][C:20]2[C:19]3[CH:18]=[CH:17][C:16]([O:22][CH3:23])=[CH:15][C:14]=3[C:12]([C:11](=[O:24])[C:10]=2[CH2:9][CH2:8]1)=[O:13]. Reported procedure: Concentrated H2SO4 (25 mL) was added to compound 52 (2.454 g) at 20° C. After stirring for 20 min, the mixture was diluted with ice water (500 mL). The resulting red precipitate 54 was collected by filtration, washed with water, and dried in vacuo. It was obtained as a red powder (2.36 g, 96%): 1H NMR (CDCl3) δ7.72 (1H, d, J=8.6 Hz), 7.56 (1H, d, J=2.7 Hz), 7.12 (1H, dd, J=8.6, 2.7 Hz), 3.90 (3H,S), 2.55 (2H, t, J=6.7 Hz), 1.84 (2H, t, J=6.7 Hz), 1.46 (6H, S). The reactants are C(C1=CC=CC=C1)(=O)[C@@]([C@@](C(=O)O)(O)C(C1=CC=CC=C1)=O)(O)C(=O)O.C1=NC=CC2=C(C=CC=C12)N[C@H]1CN(CC1)C(=O)OC(C)(C)C ((R)-tert-butyl 3-(isoquinolin-5-ylamino)pyrrolidine-1-carboxylate dibenzoyl-D-tartaric acid salt), C(C)(=O)OC(C)C (isopropyl acetate). Solvent: [OH-].[Na+] (sodium hydroxide). The product is N1C[C@@H](CC1)NC=1C=2C=CN=CC2C=CC1 ((R)-N-(pyrrolidin-3-yl)isoquinolin-5-amine). Reaction SMILES: C([C@](C(O)=O)(O)[C@](C(=O)C1C=CC=CC=1)(O)C(O)=O)(=O)C1C=CC=CC=1.[CH:27]1[C:36]2[C:31](=[C:32]([NH:37][C@@H:38]3[CH2:42][CH2:41][N:40](C(OC(C)(C)C)=O)[CH2:39]3)[CH:33]=[CH:34][CH:35]=2)[CH:30]=[CH:29][N:28]=1.C(OC(C)C)(=O)C>[OH-].[Na+]>[NH:40]1[CH2:41][CH2:42][C@@H:38]([NH:37][C:32]2[C:31]3[CH:30]=[CH:29][N:28]=[CH:27][C:36]=3[CH:35]=[CH:34][CH:33]=2)[CH2:39]1 |f:0.1,3.4|. Procedure details: To a 5 L flask equipped with a mechanical stirrer and an internal temperature probe were added (R)-tert-butyl 3-(isoquinolin-5-ylamino)pyrrolidine-1-carboxylate dibenzoyl-D-tartaric acid salt (180 g, 0.27 mol, from Example 2) and 2.7 L of isopropyl acetate. The suspension was stirred while 630 mL of 1N sodium hydroxide was added maintaining an internal reaction temperature below 30° C. Stirring was continued until a biphasic solution was obtained. The aqueous layer was removed and the remaining ... The product is FC(CN=C(NC=1SC(=C(N1)CCCCNC(=NS(=O)(=O)C)NC)C)N)(F)F (2-[2-(2,2,2-trifluoroethyl)guanidino]-4-[4-(2-methylsulphonyl-3-methylguanidino)butyl]-5-methylthiazole). RXN SMILES: [F:1][C:2]([F:28])([F:27])[CH2:3][N:4]=[C:5]([NH2:26])[NH:6][C:7]1[S:8][C:9]([CH3:25])=[C:10]([CH2:12][CH2:13][CH2:14][CH2:15][NH:16][C:17](=[N:20][S:21]([CH3:24])(=[O:23])=[O:22])SC)[N:11]=1.[CH3:29][NH2:30]>>[F:28][C:2]([F:1])([F:27])[CH2:3][N:4]=[C:5]([NH2:26])[NH:6][C:7]1[S:8][C:9]([CH3:25])=[C:10]([CH2:12][CH2:13][CH2:14][CH2:15][NH:16][C:17]([NH:30][CH3:29])=[N:20][S:21]([CH3:24])(=[O:22])=[O:23])[N:11]=1. Reported procedure: To the 2-[2-(2,2,2-trifluoroethyl)guanidino]-4-[4-(3-methylsulphonyl-2-methylisothioureido)butyl]-5-methylthiazole was added a 30% w/v ethanolic solution of methylamine (5 ml.) and the mixture allowed to stand overnight at ambient temperature. It was then evaporated to dryness and 2-[2-(2,2,2-trifluoroethyl)guanidino]-4-[4-(2-methylsulphonyl-3-methylguanidino)butyl]-5-methylthiazole (0.17 g.) was isolated as the maleate salt from acetone, m.p. 165°-166°. Run at time 8 hour. Starting materials: FC(CN=C(NC=1SC(=C(N1)CCCCNC(SC)=NS(=O)(=O)C)C)N)(F)F (2-[2-(2,2,2-trifluoroethyl)guanidino]-4-[4-(3-methylsulphonyl-2-methylisothioureido)butyl]-5-methylthiazole), CN (methylamine). The reactants are FC1=CC=C(C=C1)[C@H]1[C@H](CN(C1)C(=O)OC(C)(C)C)C(=O)OC (3-methyl 1-tert-butyl (3R*,4R*)-4-(4-fluorophenyl)pyrrolidine-1,3-dicarboxylate), Cl.C(C)(=O)O (hydrochloric acid acetic acid). Conditions: temperature 95 celsius, time 3 hour. Product: C(C)(C)(C)OC(=O)N1C[C@@H]([C@@H](C1)C1=CC=C(C=C1)F)C(=O)O ((3R*,4R*)-1-(tert-butoxycarbonyl)-4-(4-fluorophenyl)pyrrolidine-3-carboxylic acid). Yield: 58.1%. RXN SMILES: [F:1][C:2]1[CH:7]=[CH:6][C:5]([C@@H:8]2[CH2:12][N:11]([C:13]([O:15][C:16]([CH3:19])([CH3:18])[CH3:17])=[O:14])[CH2:10][C@@H:9]2[C:20]([O:22]C)=[O:21])=[CH:4][CH:3]=1.Cl.C(O)(=O)C>>[C:16]([O:15][C:13]([N:11]1[CH2:12][C@@H:8]([C:5]2[CH:4]=[CH:3][C:2]([F:1])=[CH:7][CH:6]=2)[C@@H:9]([C:20]([OH:22])=[O:21])[CH2:10]1)=[O:14])([CH3:19])([CH3:17])[CH3:18] |f:1.2|. Procedure details: A mixture of the compound (2.7 g) obtained in step 3 and concentrated hydrochloric acid/acetic acid (4.2/4.2 mL) was stirred at 90 to 100° C. for 3 hr, and concentrated under reduced pressure. The residue was dissolved in DMAc (8.0 mL), Boc2O (2.8 g) and triethylamine (3.0 mL) were added at 0° C. and the mixture was stirred for 30 min. The mixture was poured into saturated aqueous ammonium chloride solution, and extracted twice with ethyl acetate. The extract was washed twice with water and with... Reactants: OC1=C2CCC(C2=CC=C1)=O (4-Hydroxy-indanone), [H-].[Na+] (sodium hydride), CI (methyl iodide), C1CCOC1 (THF). Conditions: time 8 hour. Yields the product CC1(C(C2=CC=CC(=C2C1)OC)=O)C (2,2-Dimethyl-4-methoxyindanone). Reaction SMILES: OC1[CH:10]=[CH:9][CH:8]=[C:7]2C=1[CH2:4][CH2:5][C:6]2=[O:11].[H-].[Na+].[CH3:14]I.[CH2:16]1[CH2:20][O:19][CH2:18][CH2:17]1>>[CH3:14][C:5]1([CH3:4])[CH2:17][C:16]2[C:7](=[CH:8][CH:9]=[CH:10][C:20]=2[O:19][CH3:18])[C:6]1=[O:11] |f:1.2|. Reported procedure: 4-Hydroxy-indanone (25 g) is added portionwise to a stirred suspension of sodium hydride (40.1 g, 60% in mineral oil) and methyl iodide (62.4 g) in anhydrous THF (990 ml) under nitrogen and the mixture is stirred at RT overnight. The reaction mixture is quenched with H2O, washed with diethyl ether and the etheral layer is washed with 10% aq. NaHSO3 and H2O, dried, filtered, and evaporated. The residue is chromatographed (silica gel; eluent=hexane/EtOAC) affording the desired product as a solid. The reactants are Cl.Cl.NCCCSC1=CC=NC=C1 (4-(3-aminopropylthio)pyridine dihydrochloride), N1=C(C=NC=C1)C(=O)O (2-pyrazinecarboxylic acid), ON1C(CCC1=O)=O (N-hydroxysuccinimide), Cl.C(C)N=C=NCCCN(C)C (1-ethyl-3-(3-dimethylaminopropyl)carbodiimide hydrochloride). Run in C(Cl)Cl (methylene-chloride). Yields the product N1=C(C=NC=C1)C(=O)NCCCSC1=CC=NC=C1 (4-[3-(2-pyrazinecarbonylamino)propylthio]pyridine). The yield is 34.0%. Reaction SMILES: [N:1]1[CH:6]=[CH:5][N:4]=[CH:3][C:2]=1[C:7]([OH:9])=O.ON1C(=O)CCC1=O.Cl.C(N=C=NCCCN(C)C)C.Cl.Cl.[NH2:32][CH2:33][CH2:34][CH2:35][S:36][C:37]1[CH:42]=[CH:41][N:40]=[CH:39][CH:38]=1>C(Cl)Cl>[N:1]1[CH:6]=[CH:5][N:4]=[CH:3][C:2]=1[C:7]([NH:32][CH2:33][CH2:34][CH2:35][S:36][C:37]1[CH:42]=[CH:41][N:40]=[CH:39][CH:38]=1)=[O:9] |f:2.3,4.5.6|. Reported procedure: To a solution of 1.00 g (8.06 mmol) of 2-pyrazinecarboxylic acid and 1.21 g (10.5 mmol) of N-hydroxysuccinimide in 70 ml of methylene-chloride, 1.85 g (9.67 mmol) of 1-ethyl-3-(3-dimethylaminopropyl)carbodiimide hydrochloride (WSC) was added with stirring under ice-cooling, and the mixture was stirred at room temperature for 1 hour. Further, 1.94 g (8.06 mmol) of 4-(3-aminopropylthio)pyridine dihydrochloride was added, and the mixture was stirred at room temperature for 3 hours. The reaction mix... Starting materials: resultant mixture, CC1OC2=C(N(C1=O)CC#C)C=C(C=C2)[N+](=O)[O-] (2-methyl-6-nitro-4-(2-propynyl)-2H-1,4-benzoxazin-3(4H)-one). Reagents/catalysts: [Fe] (iron). Solvent: C(C)(=O)O (acetic acid), C(C)(=O)OCC (ethyl acetate), C(C)(=O)O (acetic acid). The product is NC=1C=CC2=C(N(C(C(O2)C)=O)CC#C)C1 (6-amino-2-methyl-4-(2-propynyl)-2H-1,4-benzoxazin-3(4H)-one). Yield: 50.1%. RXN SMILES: [CH3:1][CH:2]1[C:7](=[O:8])[N:6]([CH2:9][C:10]#[CH:11])[C:5]2[CH:12]=[C:13]([N+:16]([O-])=O)[CH:14]=[CH:15][C:4]=2[O:3]1>C(O)(=O)C.C(OCC)(=O)C.[Fe]>[NH2:16][C:13]1[CH:14]=[CH:15][C:4]2[O:3][CH:2]([CH3:1])[C:7](=[O:8])[N:6]([CH2:9][C:10]#[CH:11])[C:5]=2[CH:12]=1. Reported procedure: A solution of 2-methyl-6-nitro-4-(2-propynyl)-2H-1,4-benzoxazin-3(4H)-one (5 g) in acetic acid (50 ml) and ethyl acetate (50 ml) was dropwise added to a mixture of iron powder (6 g) and 5% aqueous acetic acid (50 ml), and the resultant mixture was heated under reflux for 1 hour. After being allowed to cool, iron powder was removed by filtration and the filtrate was admixed with water. The aqueous layer was extracted with ethyl acetate, and the extract was combined with the organic layer, washed ...